From a dataset of the Open Reaction Database (ORD), a public repository of structured organic reaction records. describe an organic reaction: reactants, conditions, products, and yield The reactants are C[C@@H]1CN(C[C@@H](N1)C)C1=CC=C(C=C1)[N+](=O)[O-] ((3R,5S)-3,5-dimethyl-1-(4-nitrophenyl)piperazine), C(C)(=O)Cl (acetyl chloride). The product is C(C)(=O)N1[C@@H](CN(C[C@@H]1C)C1=CC=C(C=C1)[N+](=O)[O-])C ((2R,6S)-1-Acetyl-2,6-dimethyl-4-(4-nitrophenyl)piperazine). Reaction SMILES: [CH3:1][C@H:2]1[NH:7][C@@H:6]([CH3:8])[CH2:5][N:4]([C:9]2[CH:14]=[CH:13][C:12]([N+:15]([O-:17])=[O:16])=[CH:11][CH:10]=2)[CH2:3]1.[C:18](Cl)(=[O:20])[CH3:19]>>[C:18]([N:7]1[C@@H:6]([CH3:8])[CH2:5][N:4]([C:9]2[CH:10]=[CH:11][C:12]([N+:15]([O-:17])=[O:16])=[CH:13][CH:14]=2)[CH2:3][C@H:2]1[CH3:1])(=[O:20])[CH3:19]. Reported procedure: The title compound was prepared from (3R,5S)-3,5-dimethyl-1-(4-nitrophenyl)piperazine (Method 27, 16 g, 68.027 mmol) and acetyl chloride (8.22 ml, 115.65 mmol) by the procedure of Method 26. It was obtained as a solid which was dried in vac oven overnight at 50° C. (20.5 g, 109%, contaminated with solvent). NMR (400 MHz) 1.19 (brd, 6H), 2.08 (s, 3H), 3.21 (brd, 2H), 4.00 (d, 2H), 4.34 (v brs, 2H), 7.08 (d, 2H), 8.06 (d, 2H); m/z 278. Starting materials: C(C)(=O)C(CC)O (acetyl propanol), C1(=CC=CC=C1)P(C1=CC=CC=C1)C1=CC=CC=C1 (triphenyl phosphine), CCOC(=O)/N=N/C(=O)OCC (diethylazodicarboxylate), C(C)(=O)C(CC)O (acetyl propanol), C(C)(C)(C)OC(CNS(=O)(=O)C1=CC=C(C=C1)OCC1=CC=C(C=C1)F)=O ([4-(4-fluoro-benzyloxy)-benzenesulfonylamino]-acetic acid tert-butyl ester), C1(=CC=CC=C1)P(C1=CC=CC=C1)C1=CC=CC=C1 (triphenylphosphine), CCOC(=O)/N=N/C(=O)OCC (diethylazodicarboxylate). Solvent: O1CCCC1 (tetrahydrofuran). Run at time 6 hour. Yields the product C(C)(C)(C)OC(C(C(CCCC)=O)NS(=O)(=O)C1=CC=C(C=C1)OCC1=CC=C(C=C1)F)=O (2-[4-(4-fluoro-benzyloxy)-benzenesulfonylamino]-oxo-heptanoic acid tert-butyl ester). The yield is 57.7%. As a reaction SMILES: [C:1]([CH:4](O)[CH2:5][CH3:6])(=[O:3])C.[C:8]([O:12][C:13](=[O:34])[CH2:14][NH:15][S:16]([C:19]1[CH:24]=[CH:23][C:22]([O:25][CH2:26][C:27]2[CH:32]=[CH:31][C:30]([F:33])=[CH:29][CH:28]=2)=[CH:21][CH:20]=1)(=[O:18])=[O:17])([CH3:11])([CH3:10])[CH3:9].[C:35]1(P(C2C=CC=CC=2)C2C=CC=CC=2)C=CC=CC=1.CCOC(/N=N/C(OCC)=O)=O>O1CCCC1>[C:8]([O:12][C:13](=[O:34])[CH:14]([NH:15][S:16]([C:19]1[CH:24]=[CH:23][C:22]([O:25][CH2:26][C:27]2[CH:32]=[CH:31][C:30]([F:33])=[CH:29][CH:28]=2)=[CH:21][CH:20]=1)(=[O:18])=[O:17])[C:1](=[O:3])[CH2:4][CH2:5][CH2:6][CH3:35])([CH3:11])([CH3:9])[CH3:10]. Procedure: To a mixture of acetyl propanol (0.39 mL, 3.8 mmol), [4-(4-fluoro-benzyloxy)-benzenesulfonylamino]-acetic acid tert-butyl ester (1.0 g, 2.53 mmol) and tetrahydrofuran (8 mL) was added triphenylphosphine (1.0 g, 3.8 mmol) and diethylazodicarboxylate (0.60 mL, 3.8 mmol). After stirring for 6 h at room temperature, the mixture was treated with additional acetyl propanol (0.15 mL), triphenyl phosphine (0.30 g) and diethylazodicarboxylate (0.20 mL). After stirring for 30 min, the mixture was concentr... Starting materials: S(=O)([O-])[O-].[Na+].[Na+] (sodium sulfite), BrC1=CC=C(C=2NC3=CC(=CC=C3C12)C=C)C(=O)N (4-bromo-7-vinyl-9H-carbazole-1-carboxamide), C[N+]1(CCOCC1)[O-] (4-methylmopholine N-oxide), CC(=O)C (acetone), C[N+]1(CCOCC1)[O-] (4-methylmorpholine N-oxide). Reagents/catalysts: [Os](=O)(=O)(=O)=O (osmium tetroxide), C(C)(C)(C)O (tert-butanol), [Os](=O)(=O)(=O)=O (osmium tetroxide). The solvent is O (water). Run at time 8 hour. Yields the product BrC1=CC=C(C=2NC3=CC(=CC=C3C12)C(CO)O)C(=O)N (4-bromo-7-((RS)-1,2-dihydroxyethyl)-9H-carbazole-1-carboxamide). Isolated yield 86.0%. As a reaction SMILES: [Br:1][C:2]1[C:14]2[C:13]3[C:8](=[CH:9]C(C=C)=[CH:11][CH:12]=3)[NH:7][C:6]=2[C:5]([C:17]([NH2:19])=[O:18])=[CH:4][CH:3]=1.C[N+]1([O-])CC[O:24]CC1.S([O-])([O-])=O.[Na+].[Na+].[CH3:34][C:35]([CH3:37])=[O:36]>O.[Os](=O)(=O)(=O)=O.C(O)(C)(C)C>[Br:1][C:2]1[C:14]2[C:13]3[C:8](=[CH:9][C:34]([CH:35]([OH:36])[CH2:37][OH:24])=[CH:11][CH:12]=3)[NH:7][C:6]=2[C:5]([C:17]([NH2:19])=[O:18])=[CH:4][CH:3]=1 |f:2.3.4|. Procedure details: Step 2 A solution of 4-bromo-7-vinyl-9H-carbazole-1-carboxamide (1.66 g, 4.74 mmol) and 4-methylmopholine N-oxide (0.833 g, 7.11 mmol) in acetone (172 mL) and water (17.2 mL) was treated with osmium tetroxide, 2.5 wt % in tert-butanol (0.238 mL, 0.019 mmol). The mixture was stirred at rt overnight, then was treated with additional 4-methylmorpholine N-oxide (0.8 eq., 0.42 g) and osmium tetroxide solution (0.004 eq., 0.2 mL). The mixture was stirred over a weekend, then was treated with sodium su... Reactants: C(C1=CC=CC=C1)N1C=NC=C1CCOC1=CC=C2C(=CC(OC2=C1CCC1=CC=CC=C1)=O)C1=C(C=CC=C1)Cl (7-[2-(3-Benzyl-3H-imidazol-4-yl)-ethoxy]-4-(2-chloro-phenyl)-8-phenethyl-chromen-2-one), ClC=1C=C(C=CC1)C1=CC(N(C2=C(C=C(C=C12)OC(CN1C=NC=C1)C1=CC=CC=C1)CCC1=CC=CC=C1)C)=O (4-(3-Chloro-phenyl)-6-(2-imidazol-1-yl-1-phenyl-ethoxy)-1-methyl-8-phenethyl-1H-quinolin-2-one), ClC1=C(C=CC=C1)C1=CC(OC2=C(C(=CC=C12)OC(CN1C=NC=C1)C1=CC=CC=C1)CCC)=O (4-(2-Chloro-phenyl)-7-(2-imidazol-1-yl-1-phenyl-ethoxy)-8-propyl-chromen-2-one), C(C1=CC=CC=C1)N1C=NC=C1CCOC=1C=C2C(=CC(N(C2=C(C1)CCC1=CC=CC=C1)C)=O)C1=CC(=CC=C1)Cl (6-[2-(3-Benzyl-3H-imidazol-4-yl)-ethoxy]-4-(3-chloro-phenyl)-1-methyl-8-phenethyl-1H-quinolin-2-one), C(C1=CC=CC=C1)N1C=NC=C1CCOC1=CC=C2C(=CC(OC2=C1)=O)C1=C(C=CC=C1)Cl (7-[2-(3-Benzyl-3H-imidazol-4-yl)-ethoxy]-4-(2-chloro-phenyl)-chromen-2-one), ClC=1C=C(C=CC1)C1=CC(N(C2=C(C(=CC=C12)OC(CN1C=NC=C1)C1=CC=CC=C1)CCC)C)=O (4-(3-Chloro-phenyl)-7-(2-imidazol-1-yl-1-phenyl-ethoxy)-1-methyl-8-propyl-1H-quinolin-2-one), C(C1=CC=CC=C1)N1C=NC=C1CCOC1=CC=C2C(=CC(OC2=C1CCC)=O)C1=C(C=CC=C1)Cl (7-[2-(3-Benzyl-3H-imidazol-4-yl)-ethoxy]-4-(2-chloro-phenyl)-8-propyl-chromen-2-one), C(C1=CC=CC=C1)N1C=NC=C1CCOC1=CC=C2C(=CC(N(C2=C1CCC)C)=O)C1=CC(=CC=C1)Cl (7-[2-(3-Benzyl-3H-imidazol-4-yl)-ethoxy]-4-(3-chloro-phenyl)-1-methyl-8-propyl-1H-quinolin-2-one), ClC1=C(C=CC=C1)C1=CC(OC2=C(C(=CC=C12)OC(CN1C=NC=C1)C1=CC=CC=C1)CCC1=CC=CC=C1)=O (4-(2-Chloro-phenyl)-7-(2-imidazol-1-yl-1-phenyl-ethoxy)-8-phenethyl-chromen-2-one), C(C1=CC=CC=C1)N1C=NC=C1CCOC1=CC=C2C(=CC(N(C2=C1CCC1=CC=CC=C1)C)=O)C1=CC(=CC=C1)Cl (7-[2-(3-Benzyl-3H-imidazol-4-yl)-ethoxy]-4-(3-chloro-phenyl)-1-methyl-8-phenethyl-1H-quinolin-2-one), C(C1=CC=CC=C1)N1C=NC=C1CCOC1=CC=C2C(=CC(N(C2=C1)C)=O)C1=CC(=CC=C1)Cl (7-[2-(3-Benzyl-3H-imidazol-4-yl)-ethoxy]-4-(3-chloro-phenyl)-1-methyl-1H-quinolin-2-one), C(C1=CC=CC=C1)N1C=NC=C1CCOC=1C=C2C(=CC(N(C2=CC1)C)=O)C1=CC(=CC=C1)Cl (6-[2-(3-Benzyl-3H-imidazol-4-yl)-ethoxy]-4-(3-chloro-phenyl)-1-methyl-1H-quinolin-2-one), C(C1=CC=CC=C1)N1C=NC=C1CCOC=1C=C2C(=CC(N(C2=C(C1)CCC)C)=O)C1=CC(=CC=C1)Cl (6-[2-(3-Benzyl-3H-imidazol-4-yl)-ethoxy]-4-(3-chloro-phenyl)-1-methyl-8-propyl-1H-quinolin-2-one), ClC=1C=C(C=CC1)C1=CC(N(C2=C(C(=CC=C12)OC(CN1C=NC=C1)C1=CC=CC=C1)CCC1=CC=CC=C1)C)=O (4-(3-Chloro-phenyl)-7-(2-imidazol-1-yl-1-phenyl-ethoxy)-1-methyl-8-phenethyl-1H-quinolin-2-one). The product is ClC=1C=C(C=CC1)C1=CC(N(C2=C(C=C(C=C12)OC(CN1C=NC=C1)C1=CC=CC=C1)CCC)C)=O (4-(3-Chloro-phenyl)-6-(2-imidazol-1-yl-1-phenyl-ethoxy)-1-methyl-8-propyl-1H-quinolin-2-one). Reaction SMILES: [Cl:1][C:2]1[CH:3]=[C:4]([C:8]2[C:17]3[C:12](=[C:13]([CH2:32][CH2:33][C:34]4C=CC=CC=4)[CH:14]=[C:15]([O:18][CH:19]([C:26]4[CH:31]=[CH:30][CH:29]=[CH:28][CH:27]=4)[CH2:20][N:21]4[CH:25]=[CH:24][N:23]=[CH:22]4)[CH:16]=3)[N:11]([CH3:40])[C:10](=[O:41])[CH:9]=2)[CH:5]=[CH:6][CH:7]=1.C(N1C(CCOC2C=C3C(=CC=2)N(C)C(=O)C=C3C2C=CC=C(Cl)C=2)=CN=C1)C1C=CC=CC=1.C(N1C(CCOC2C=C3C(=C(CCC)C=2)N(C)C(=O)C=C3C2C=CC=C(Cl)C=2)=CN=C1)C1C=CC=CC=1.C(N1C(CCOC2C=C3C(=C(CCC4C=CC=CC=4)C=2)N(C)C(=O)C=C3C2C=CC=C(Cl)C=2)=CN=C1)C1C=CC=CC=1.ClC1C=C(C2C3C(=C(CCC)C(OC(C4C=CC=CC=4)CN4C=CN=C4)=CC=3)N(C)C(=O)C=2)C=CC=1.ClC1C=C(C2C3C(=C(CCC4C=CC=CC=4)C(OC(C4C=CC=CC=4)CN4C=CN=C4)=CC=3)N(C)C(=O)C=2)C=CC=1.C(N1C(CCOC2C=C3C(C(C4C=CC=C(Cl)C=4)=CC(=O)N3C)=CC=2)=CN=C1)C1C=CC=CC=1.C(N1C(CCOC2C(CCC)=C3C(C(C4C=CC=C(Cl)C=4)=CC(=O)N3C)=CC=2)=CN=C1)C1C=CC=CC=1.C(N1C(CCOC2C(CCC3C=CC=CC=3)=C3C(C(C4C=CC=C(Cl)C=4)=CC(=O)N3C)=CC=2)=CN=C1)C1C=CC=CC=1.ClC1C=CC=CC=1C1C2C(=C(CCC)C(OC(C3C=CC=CC=3)CN3C=CN=C3)=CC=2)OC(=O)C=1.ClC1C=CC=CC=1C1C2C(=C(CCC3C=CC=CC=3)C(OC(C3C=CC=CC=3)CN3C=CN=C3)=CC=2)OC(=O)C=1.C(N1C(CCOC2C=C3C(C(C4C=CC=CC=4Cl)=CC(=O)O3)=CC=2)=CN=C1)C1C=CC=CC=1.C(N1C(CCOC2C(CCC)=C3C(C(C4C=CC=CC=4Cl)=CC(=O)O3)=CC=2)=CN=C1)C1C=CC=CC=1.C(N1C(CCOC2C(CCC3C=CC=CC=3)=C3C(C(C4C=CC=CC=4Cl)=CC(=O)O3)=CC=2)=CN=C1)C1C=CC=CC=1>>[Cl:1][C:2]1[CH:3]=[C:4]([C:8]2[C:17]3[C:12](=[C:13]([CH2:32][CH2:33][CH3:34])[CH:14]=[C:15]([O:18][CH:19]([C:26]4[CH:31]=[CH:30][CH:29]=[CH:28][CH:27]=4)[CH2:20][N:21]4[CH:25]=[CH:24][N:23]=[CH:22]4)[CH:16]=3)[N:11]([CH3:40])[C:10](=[O:41])[CH:9]=2)[CH:5]=[CH:6][CH:7]=1. Procedure: ##STR11## 4-(3-Chloro-phenyl)-6-(2-imidazol-1-yl-1-phenyl-ethoxy)-1-methyl-8-phenethyl-1H-quinolin-2-one: ##STR12## 6-[2-(3-Benzyl-3H-imidazol-4-yl)-ethoxy]-4-(3-chloro-phenyl)-1-methyl-1H-quinolin-2-one: ##STR13## 6-[2-(3-Benzyl-3H-imidazol-4-yl)-ethoxy]-4-(3-chloro-phenyl)-1-methyl-8-propyl-1H-quinolin-2-one: ##STR14## 6-[2-(3-Benzyl-3H-imidazol-4-yl)-ethoxy]-4-(3-chloro-phenyl)-1-methyl-8-phenethyl-1H-quinolin-2-one: ##STR15## 4-(3-Chloro-phenyl)-7-(2-imidazol-1-yl-1-phenyl-ethoxy)-1-methyl-8... Reactants: CC(C)CS, CN(CCCOS(C)(=O)=O)C(=O)OC(C)(C)C, [H-], [Na+], C1CCOC1. Yields the product CC(C)CSCCCN(C)C(=O)OC(C)(C)C. RXN SMILES: [CH3:20][CH:21]([CH2:22][SH:23])[CH3:24].[CH3:3][S:4]([O:5][CH2:8][CH2:9][CH2:10][N:11]([CH3:12])[C:13](=[O:14])[O:15][C:16]([CH3:17])([CH3:18])[CH3:19])(=[O:6])=[O:7].[H-:1].[Na+:2].[O:25]1[CH2:26][CH2:27][CH2:28][CH2:29]1>>[CH2:8]([CH2:9][CH2:10][N:11]([CH3:12])[C:13](=[O:14])[O:15][C:16]([CH3:17])([CH3:18])[CH3:19])[S:23][CH2:22][CH:21]([CH3:20])[CH3:24]. The reactants are NC1=C(C(=NN1)NC=1C=NC=CC1)C#N (5-amino-3-(pyridin-3-ylamino)-1H-pyrazole-4-carbonitrile), OC1=CC=C(C=O)C=C1 (4-hydroxybenzaldehyde). The reagents and catalysts are N1CCCCC1 (piperidine). The solvent is CCO (EtOH). Product: OC1=CC=C(C=NC2=C(C(=NN2)NC=2C=NC=CC2)C#N)C=C1 (5-((4-hydroxybenzylidene)amino)-3-(pyridin-3-ylamino)-1H-pyrazole-4-carbonitrile). The yield is 53.0%. RXN SMILES: [NH2:1][C:2]1[NH:6][N:5]=[C:4]([NH:7][C:8]2[CH:9]=[N:10][CH:11]=[CH:12][CH:13]=2)[C:3]=1[C:14]#[N:15].[OH:16][C:17]1[CH:24]=[CH:23][C:20]([CH:21]=O)=[CH:19][CH:18]=1>CCO.N1CCCCC1>[OH:16][C:17]1[CH:24]=[CH:23][C:20]([CH:21]=[N:1][C:2]2[NH:6][N:5]=[C:4]([NH:7][C:8]3[CH:9]=[N:10][CH:11]=[CH:12][CH:13]=3)[C:3]=2[C:14]#[N:15])=[CH:19][CH:18]=1. Reported procedure: 5-amino-3-(pyridin-3-ylamino)-1H-pyrazole-4-carbonitrile (100 mg) was then suspended in EtOH (4 mL) and 4-hydroxybenzaldehyde (31 mg, 1 eq.) and piperidine (1 drop) were added. Stirred at reflux until intermediate was absent (HPLC). After reaction was complete (18 hrs) it was brought to room temperature and filtered to obtain 5-((4-hydroxybenzylidene)amino)-3-(pyridin-3-ylamino)-1H-pyrazole-4-carbonitrile as a yellow powder. Powder was washed with EtOH. Product was allowed to dry under vacuum fo...